This data is from the Open Reaction Database (ORD), a public repository of structured organic reaction records. The task is: describe an organic reaction: reactants, conditions, products, and yield Reactants: ClCCl, C[Si](C)(C)CCOCCl, Cc1noc(NS(=O)(=O)c2ccsc2)c1C. Yields the product Cc1noc(NS(=O)(=O)c2ccsc2COCC[Si](C)(C)C)c1C. RXN SMILES: [CH2:26]([Cl:27])[Cl:28].[CH3:17][Si:18]([CH2:19][CH2:20][O:21][CH2:22][Cl:23])([CH3:24])[CH3:25].[CH3:1][c:2]1[n:3][o:4][c:5]([NH:8][S:9](=[O:10])(=[O:11])[c:12]2[cH:13][s:14][cH:15][cH:16]2)[c:6]1[CH3:7]>>[CH3:1][c:2]1[n:3][o:4][c:5]([NH:8][S:9](=[O:10])(=[O:11])[c:12]2[c:13]([CH2:22][O:21][CH2:20][CH2:19][Si:18]([CH3:17])([CH3:24])[CH3:25])[s:14][cH:15][cH:16]2)[c:6]1[CH3:7]. Starting materials: COc1ccc2ncc(F)c(N3CCC4(CC3)CC(N)C(O)C4)c2n1, [Na+], [Na+], O=S(=O)([O-])[O-], O=Cc1ccc2c(n1)NC(=O)CS2. Product: COc1ccc2ncc(F)c(N3CCC4(CC3)CC(O)C(NCc3ccc5c(n3)NC(=O)CS5)C4)c2n1. Reaction SMILES: [NH2:1][CH:2]1[CH:3]([OH:25])[CH2:4][C:5]2([CH2:6]1)[CH2:7][CH2:8][N:9]([c:12]1[c:13]([F:24])[cH:14][n:15][c:16]3[cH:17][cH:18][c:19]([O:22][CH3:23])[n:20][c:21]13)[CH2:10][CH2:11]2.[Na+:26].[Na+:27].[O-:28][S:29]([O-:30])(=[O:31])=[O:32].[O:33]=[C:34]1[NH:35][c:36]2[c:37]([cH:40][cH:41][c:42]([CH:44]=[O:45])[n:43]2)[S:38][CH2:39]1>>[NH:1]([CH:2]1[CH:3]([OH:25])[CH2:4][C:5]2([CH2:6]1)[CH2:7][CH2:8][N:9]([c:12]1[c:13]([F:24])[cH:14][n:15][c:16]3[cH:17][cH:18][c:19]([O:22][CH3:23])[n:20][c:21]13)[CH2:10][CH2:11]2)[CH2:44][c:42]1[cH:41][cH:40][c:37]2[c:36]([n:43]1)[NH:35][C:34](=[O:33])[CH2:39][S:38]2. Reactants: ester, C(C)OC(=O)C1(COCCC1=O)F (3-ethoxycarbony-3-fluoro-tetrahydro-4H-pyran-4-one), C(C)OC(=O)C1(COCCC1O)F (3-ethoxycarbonyl-3-fluoro-4-hydroxytetrahydro-4H-pyran). Yields the product C(C)OC(=O)C1COCCC1=O (3-ethoxycarbonyl-tetrahydro-4H-pyran4-one). As a reaction SMILES: [CH2:1]([O:3][C:4]([C:6]1(F)[C:11](=[O:12])[CH2:10][CH2:9][O:8][CH2:7]1)=[O:5])[CH3:2].C(OC(C1(F)C(O)CCOC1)=O)C>>[CH2:1]([O:3][C:4]([CH:6]1[C:11](=[O:12])[CH2:10][CH2:9][O:8][CH2:7]1)=[O:5])[CH3:2]. Procedure details: First, 3-ethoxycarbonyl-tetrahydro-4H-pyran4-one was synthesized referring the process described in Japan Laid-Open Patent Publication No. 32080/90. Then this ester was fluorinated in the same manner as in Example 4 to prepare 3-ethoxycarbony-3-fluoro-tetrahydro-4H-pyran-4-one which was then reduced in the same manner as in the same example to prepare 3-ethoxycarbonyl-3-fluoro-4-hydroxytetrahydro-4H-pyran. Starting materials: CCN=C=NCCCN(C)C, CN(C)C=O, Cl, O=C(O)c1ccnc(C(F)(F)F)n1, Nc1cccc(Oc2ccc3nc(NC(=O)C4CC4)cn3n2)c1, On1nnc2ccccc21. The product is O=C(Nc1cccc(Oc2ccc3nc(NC(=O)C4CC4)cn3n2)c1)c1ccnc(C(F)(F)F)n1. Reaction SMILES: [CH3:38][N:39]([CH3:40])[CH2:41][CH2:42][CH2:43][N:44]=[C:45]=[N:46][CH2:47][CH3:48].[CH3:59][N:60]([CH3:61])[CH:62]=[O:63].[ClH:37].[F:24][C:25]([c:26]1[n:27][cH:28][cH:29][c:30]([C:32](=[O:33])[OH:34])[n:31]1)([F:35])[F:36].[NH2:1][c:2]1[cH:3][c:4]([O:5][c:6]2[cH:7][cH:8][c:9]3[n:10]([n:11]2)[cH:12][c:13]([NH:15][C:16](=[O:17])[CH:18]2[CH2:19][CH2:20]2)[n:14]3)[cH:21][cH:22][cH:23]1.[OH:49][n:50]1[c:51]2[cH:52][cH:53][cH:54][cH:55][c:56]2[n:57][n:58]1>>[NH:1]([c:2]1[cH:3][c:4]([O:5][c:6]2[cH:7][cH:8][c:9]3[n:10]([n:11]2)[cH:12][c:13]([NH:15][C:16](=[O:17])[CH:18]2[CH2:19][CH2:20]2)[n:14]3)[cH:21][cH:22][cH:23]1)[C:32]([c:30]1[cH:29][cH:28][n:27][c:26]([C:25]([F:24])([F:35])[F:36])[n:31]1)=[O:33]. Reactants: [Al+3], O=C([O-])C(O)C(O)C(=O)[O-], CC(C)(C)CC(=O)Cl, [Cl-], [Cl-], [Cl-], ClCCl, COC(=O)C(C)(C)Cc1cc2cc(OCc3ccc4ccccc4n3)ccc2[nH]1. The product is COC(=O)C(C)(C)Cc1[nH]c2ccc(OCc3ccc4ccccc4n3)cc2c1C(=O)CC(C)(C)C. Reaction SMILES: [Al+3:2].[C:42]([CH:43]([CH:44]([C:45]([O-:46])=[O:47])[OH:48])[OH:49])([O-:50])=[O:51].[CH3:5][C:6]([CH2:7][C:8](=[O:9])[Cl:10])([CH3:11])[CH3:12].[Cl-:1].[Cl-:3].[Cl-:4].[Cl:52][CH2:53][Cl:54].[n:13]1[c:14]([CH2:23][O:24][c:25]2[cH:26][c:27]3[cH:28][c:29]([CH2:34][C:35]([C:36](=[O:37])[O:38][CH3:39])([CH3:40])[CH3:41])[nH:30][c:31]3[cH:32][cH:33]2)[cH:15][cH:16][c:17]2[cH:18][cH:19][cH:20][cH:21][c:22]12>>[CH3:5][C:6]([CH2:7][C:8](=[O:9])[c:28]1[c:27]2[cH:26][c:25]([O:24][CH2:23][c:14]3[n:13][c:22]4[c:17]([cH:16][cH:15]3)[cH:18][cH:19][cH:20][cH:21]4)[cH:33][cH:32][c:31]2[nH:30][c:29]1[CH2:34][C:35]([C:36](=[O:37])[O:38][CH3:39])([CH3:40])[CH3:41])([CH3:11])[CH3:12]. Reactants: COC(=O)C1CNCC1NC(=O)c1ccc(Cc2cc(C)nc3ccccc23)cc1, CCOC(C)=O, CCN(C(C)C)C(C)C, CC(C)C=O, ClCCl. Yields the product COC(=O)C1CN(CC(C)C)CC1NC(=O)c1ccc(Cc2cc(C)nc3ccccc23)cc1. Reaction SMILES: [CH3:1][c:2]1[n:3][c:4]2[cH:5][cH:6][cH:7][cH:8][c:9]2[c:10]([CH2:12][c:13]2[cH:14][cH:15][c:16]([C:17](=[O:18])[NH:19][CH:20]3[CH:21]([C:25](=[O:26])[O:27][CH3:28])[CH2:22][NH:23][CH2:24]3)[cH:29][cH:30]2)[cH:11]1.[CH3:48][CH2:49][O:50][C:51](=[O:52])[CH3:53].[CH:31]([N:32]([CH:33]([CH3:34])[CH3:35])[CH2:36][CH3:37])([CH3:38])[CH3:39].[CH:40]([CH:41]([CH3:42])[CH3:43])=[O:44].[Cl:45][CH2:46][Cl:47]>>[CH3:1][c:2]1[n:3][c:4]2[cH:5][cH:6][cH:7][cH:8][c:9]2[c:10]([CH2:12][c:13]2[cH:14][cH:15][c:16]([C:17](=[O:18])[NH:19][CH:20]3[CH:21]([C:25](=[O:26])[O:27][CH3:28])[CH2:22][N:23]([CH2:40][CH:41]([CH3:42])[CH3:43])[CH2:24]3)[cH:29][cH:30]2)[cH:11]1.